Dataset: the Open Reaction Database (ORD), a public repository of structured organic reaction records. Task: describe an organic reaction: reactants, conditions, products, and yield The reactants are O (water), BrC1=CN=C(S1)N (5-Bromo-2-aminothiazole), C(=O)([O-])[O-].[K+].[K+] (K2CO3), C(CS)(=O)OCC (Ethyl thioglycolate). Run in CCOC(=O)C (EtOAc), CN(C)C=O (DMF). Reaction conditions: temperature 0 celsius. Product: C(C)OC(CSC1=CN=C(S1)N)=O ((2-aminothiazol-5-ylsulfanyl)acetic acid ethyl ester). Isolated yield 50.0%. Reaction SMILES: Br[C:2]1[S:6][C:5]([NH2:7])=[N:4][CH:3]=1.C([O-])([O-])=O.[K+].[K+].[C:14]([O:18][CH2:19][CH3:20])(=[O:17])[CH2:15][SH:16].O>CN(C=O)C.CCOC(C)=O>[CH2:19]([O:18][C:14](=[O:17])[CH2:15][S:16][C:2]1[S:6][C:5]([NH2:7])=[N:4][CH:3]=1)[CH3:20] |f:1.2.3|. Procedure details: 5-Bromo-2-aminothiazole (25 g, 96 mmol) and K2CO3 (26.5 g, 192 mmol) was suspended in DMF (50 mL) and stirred at 0° C. Ethyl thioglycolate (11.6 mL, 96 mmol) was added over 10 min. The reaction mixture was allowed to reach room temperature and stirred for a further 13 h. Addition of water (100 mL) and EtOAc (150 mL). Separation of the organic phase followed by extraction of the aqueous phase with EtOAc (2×100 mL). The combined organic phases were washed with aqueous NaHCO3 (200 mL), brine (2×200... Run in CO (MeOH). Reaction conditions: time 12 hour. Reagents/catalysts: [Pd] (palladium on carbon). Procedure: To a solution of benzyl 2-methyl-4-(1,3,4-trihydroxybutan-2-ylsulfonyl)butan-2-ylcarbamate (6.69 g, 17.2 mmol) in MeOH (100 ml) was added 10% palladium on carbon (490 mg). The suspension was put under an atmosphere of H2 (1.3 atmospheres) and stirred for 12 hours, filtered through Celite, and concentrated in vacuo. The residue was used without further purification. LRMS (ESI/APCI): 256 [M+H]+. Starting materials: CC(C)(CCS(=O)(=O)C(CO)C(CO)O)NC(OCC1=CC=CC=C1)=O (benzyl 2-methyl-4-(1,3,4-trihydroxybutan-2-ylsulfonyl)butan-2-ylcarbamate). The product is NC(CCS(=O)(=O)C(C(CO)O)CO)(C)C (3-(3-Amino-3-methylbutylsulfonyl)butane-1,2,4-triol). As a reaction SMILES: [CH3:1][C:2]([NH:16]C(=O)OCC1C=CC=CC=1)([CH2:4][CH2:5][S:6]([CH:9]([CH:12]([OH:15])[CH2:13][OH:14])[CH2:10][OH:11])(=[O:8])=[O:7])[CH3:3]>CO.[Pd]>[NH2:16][C:2]([CH3:3])([CH3:1])[CH2:4][CH2:5][S:6]([CH:9]([CH2:10][OH:11])[CH:12]([OH:15])[CH2:13][OH:14])(=[O:8])=[O:7]. Starting materials: CCOC(=O)C=Cc1ccc(C(=O)OC(C)(C)C)cc1, CCO. Product: CCOC(=O)CCc1ccc(C(=O)OC(C)(C)C)cc1. As a reaction SMILES: [CH2:1]([CH3:2])[O:3][C:4]([CH:5]=[CH:6][c:7]1[cH:8][cH:9][c:10]([C:13](=[O:14])[O:15][C:16]([CH3:17])([CH3:18])[CH3:19])[cH:11][cH:12]1)=[O:20].[CH3:21][CH2:22][OH:23]>>[CH2:1]([CH3:2])[O:3][C:4]([CH2:5][CH2:6][c:7]1[cH:8][cH:9][c:10]([C:13](=[O:14])[O:15][C:16]([CH3:17])([CH3:18])[CH3:19])[cH:11][cH:12]1)=[O:20]. Starting materials: S(O)(O)(=O)=O (sulfuric acid), BrC1=C(C=C(C(=C1)F)Cl)O (2-bromo-4-fluoro-5-chlorophenol), C1N2CN3CN1CN(C2)C3 (hexamethylenetetramine), FC(C(=O)O)(F)F (trifluoroacetic acid). Solvent: O (water), O (water). Run at temperature 0 celsius, time 15 minute. Product: OC1=C(C=O)C(=C(C=C1Br)F)Cl (2-hydroxy-3-bromo-5-fluoro-6-chlorobenzaldehyde). Yield: 62.0%. Reaction SMILES: [Br:1][C:2]1[CH:7]=[C:6]([F:8])[C:5]([Cl:9])=[CH:4][C:3]=1[OH:10].C1N2CN3CN(C2)CN1C3.FC(F)(F)[C:23](O)=[O:24].S(=O)(=O)(O)O>O>[OH:10][C:3]1[C:2]([Br:1])=[CH:7][C:6]([F:8])=[C:5]([Cl:9])[C:4]=1[CH:23]=[O:24]. Reported procedure: A mixture of 90.4 gm (0.40 mole) 2-bromo-4-fluoro-5-chlorophenol (containing 10% 2-bromo-3-chloro-4-fluorophenol) and 64 gm (0.45 mole) hexamethylenetetramine was cooled in an ice bath. To this cooled mixture were added 306 mL trifluoroacetic acid. After stirring at about 0° C. for 15 minutes, the reaction mixture was heated at reflux for 1.5 hours. The reaction mixture was then cooled in an ice bath and treated with 439 mL of water followed by 220 mL 50% sulfuric acid. The reaction mixture was ... The reactants are O1CCCC1 (tetrahydrofuran), C(C)(=O)OCC (ethyl acetate), C(C)(=O)OCC (ethyl acetate), C(C)#N (acetonitrile), CO (methanol). The reagents and catalysts are S(=O)(=O)([O-])[O-].[Ba+2].[Pd+2].S(=O)(=O)([O-])[O-] (palladium-barium sulfate), [Pd].CC(=O)[O-].CC(=O)[O-].[Pb+2] (Lindlar's catalyst). Run in C(C)O (ethanol). Yields the product N1=CC=CC2=CC=CC=C12 (quinoline). Reaction SMILES: O1[CH2:5][CH2:4][CH2:3][CH2:2]1.[C:6](#[N:8])[CH3:7].[CH3:9]O.C(O[CH2:15][CH3:16])(=O)C>[Pd].CC([O-])=O.CC([O-])=O.[Pb+2].S([O-])([O-])(=O)=O.[Ba+2].[Pd+2].S([O-])([O-])(=O)=O.C(O)C>[N:8]1[C:6]2[C:5](=[CH:9][CH:15]=[CH:16][CH:7]=2)[CH:4]=[CH:3][CH:2]=1 |f:4.5.6.7,8.9.10.11|. Reported procedure: This step is a step for obtaining compound (2-5) by reducing the triple bond of compound (2-4) to a double bond. Compound (2-5) can be obtained by using a catalyst such as Lindlar's catalyst, palladium-barium sulfate or the like in a solvent such as tetrahydrofuran, ethyl acetate, acetonitrile, methanol, ethanol or the like and under a hydrogen atmosphere. A preferable solvent is ethyl acetate. In order to obtain a favorable result, 0.1 to 1 equivalent of quinoline may be added with respect to c... Starting materials: C(C=C)N(C(OC(C)(C)C)=O)CC(C=1SC=CC1)=O (tert-butyl N-allyl-N-[2-oxo-2-(2-thienyl)ethyl]carbamate), Cl.NO (hydroxylamine hydrochloride), C(C)(=O)[O-].[Na+] (sodium acetate). The solvent is C(C)O (ethanol). Reaction conditions: temperature 70 celsius, time 18 hour. The product is C(C=C)N(C(OC(C)(C)C)=O)CC(C=1SC=CC1)=NO (tert-Butyl N-allyl-N-[2-hydroxyimino-2-(2-thienyl)ethyl]carbamate). As a reaction SMILES: [CH2:1]([N:4]([CH2:12][C:13](=O)[C:14]1[S:15][CH:16]=[CH:17][CH:18]=1)[C:5](=[O:11])[O:6][C:7]([CH3:10])([CH3:9])[CH3:8])[CH:2]=[CH2:3].Cl.[NH2:21][OH:22].C([O-])(=O)C.[Na+]>C(O)C>[CH2:1]([N:4]([CH2:12][C:13](=[N:21][OH:22])[C:14]1[S:15][CH:16]=[CH:17][CH:18]=1)[C:5](=[O:11])[O:6][C:7]([CH3:10])([CH3:9])[CH3:8])[CH:2]=[CH2:3] |f:1.2,3.4|. Reported procedure: A mixture of tert-butyl N-allyl-N-[2-oxo-2-(2-thienyl)ethyl]carbamate (15.2 g, 54.0 mmol), hydroxylamine hydrochloride (5.63 g, 81.0 mmol) and sodium acetate (6.65 g 81.0 mmol) in ethanol (216 mL) is stirred at 70° C. for 18 hours. The reaction is cooled and the solvent removed under reduced pressure. The residue is diluted water (100 mL) and extracted with dichloromethane. The organic layers are combined dried over sodium sulfate, filtered and concentrated under reduced pressure to give the cru... Starting materials: C1(=CC=C(C=C1)S(=O)(=O)O)C (para-toluene sulfonic acid), C1(=CC(=C(C=C1)C)C)O (3,4-xylenol), C1(=CC=CC=C1)C (toluene), OCC1=CC(=C(C=C1C)O)C (4-hydroxymethyl-2,5-dimethylphenol), C1(=CC=CC=C1)C (toluene). Solvent: C(C)(=O)OCC (ethyl acetate), O (water). Conditions: temperature 20 celsius. The product is OC1=C(CC2=CC(=C(C=C2C)O)C)C=C(C(=C1)C)C (4-(2-hydroxy-4,5-dimethylbenzyl)-2,5-dimethylphenol). The yield is 68.8%. As a reaction SMILES: C1(C)C=CC(S(O)(=O)=O)=CC=1.[C:12]1([OH:20])[CH:17]=[CH:16][C:15]([CH3:18])=[C:14]([CH3:19])[CH:13]=1.C1(C)C=CC=CC=1.O[CH2:29][C:30]1[C:35]([CH3:36])=[CH:34][C:33]([OH:37])=[C:32]([CH3:38])[CH:31]=1>O.C(OCC)(=O)C>[OH:20][C:12]1[CH:13]=[C:14]([CH3:19])[C:15]([CH3:18])=[CH:16][C:17]=1[CH2:29][C:30]1[C:35]([CH3:36])=[CH:34][C:33]([OH:37])=[C:32]([CH3:38])[CH:31]=1. Procedure details: Into a 1 liter of four-necked flask were charged 1.90 g of para-toluene sulfonic acid, 24.43 g of 3,4-xylenol and 48.87 g of toluene. Further, keeping the temperature at 30° C., 7.61 g of 4-hydroxymethyl-2,5-dimethylphenol was added in ten portions over 1 hour. The mixture was stirred at the same temperature for 2 more hours. After completion of the reaction, 50 g of toluene and 50 g of ethyl acetate was added. Thereafter, 50 g of deionized water was added and the resulting mixture was stirred a...